describe an organic reaction: reactants, conditions, products, and yield From a dataset of the Open Reaction Database (ORD), a public repository of structured organic reaction records. Starting materials: ClC1=NC=NC(=C1)Cl (4,6-dichloropyrimidine), [H-].[Na+] (sodium hydride), solution, solution, ClC(C(C)O)(Cl)Cl (1,1,1-trichloro-2-propanol), [Cl-].[NH4+] (ammonium chloride), C(C#CC)O (2-butyn-1-ol), [H-].[Na+] (sodium hydride), solution. Reported procedure: In 4 ml of tetrahydrofuran was suspended 0.10 g of sodium hydride (60% in oil), to which 0.4 ml of a solution containing 0.33 g of 1,1,1-trichloro-2-propanol in tetrahydrofuran was added dropwise at 0° C., followed by stirring for 10 minutes. To this was added dropwise 0.4 ml of a solution containing 0.30 g of 4,6-dichloropyrimidine in tetrahydrofuran, followed by stirring at the same temperature for 35 minutes. To this was added dropwise 0.4 ml of a solution containing 0.16 g of 2-butyn-1-ol in... Reaction conditions: time 10 minute. Yields the product C(C#CC)OC1=NC=NC(=C1)OC(C(Cl)(Cl)Cl)C (4-(2-butynyloxy)-6-(2,2,2-trichloro-1-methylethoxy)pyrimidine). Yield: 70.6%. Run in O1CCCC1 (tetrahydrofuran), O1CCCC1 (tetrahydrofuran), O1CCCC1 (tetrahydrofuran), O1CCCC1 (tetrahydrofuran). RXN SMILES: [H-].[Na+].[Cl:3][C:4]([Cl:9])([Cl:8])[CH:5]([OH:7])[CH3:6].Cl[C:11]1[CH:16]=[C:15](Cl)[N:14]=[CH:13][N:12]=1.[CH2:18]([OH:22])[C:19]#[C:20][CH3:21].[Cl-].[NH4+]>O1CCCC1>[CH2:18]([O:22][C:11]1[CH:16]=[C:15]([O:7][CH:5]([CH3:6])[C:4]([Cl:9])([Cl:8])[Cl:3])[N:14]=[CH:13][N:12]=1)[C:19]#[C:20][CH3:21] |f:0.1,5.6|.